Task: describe an organic reaction: reactants, conditions, products, and yield. Dataset: the Open Reaction Database (ORD), a public repository of structured organic reaction records Starting materials: ClCCC1N(CCC1)C (2-(2-chloroethyl)-N-methylpyrrolidine), CC1=C(C=C(C=C1)NC(C1=CC(=CC=C1)N1CCOCC1)=O)NC(C1=CC(=CC=C1)O)=O (N-[2-methyl-5-(3-morpholinobenzamido)phenyl]-3-hydroxybenzamide). The product is CC1=C(C=C(C=C1)NC(C1=CC(=CC=C1)N1CCOCC1)=O)NC(C1=CC(=CC=C1)OC1CCN(CCC1)C)=O (N-[2-methyl-5-(3-morpholinobenzamido)phenyl]-3-(N-methylhomopiperidin-4-yloxy)benzamide). Reaction SMILES: Cl[CH2:2][CH2:3][CH:4]1[CH2:8][CH2:7][CH2:6][N:5]1[CH3:9].[CH3:10][C:11]1[CH:16]=[CH:15][C:14]([NH:17][C:18](=[O:31])[C:19]2[CH:24]=[CH:23][CH:22]=[C:21]([N:25]3[CH2:30][CH2:29][O:28][CH2:27][CH2:26]3)[CH:20]=2)=[CH:13][C:12]=1[NH:32][C:33](=[O:41])[C:34]1[CH:39]=[CH:38][CH:37]=[C:36]([OH:40])[CH:35]=1>>[CH3:10][C:11]1[CH:16]=[CH:15][C:14]([NH:17][C:18](=[O:31])[C:19]2[CH:24]=[CH:23][CH:22]=[C:21]([N:25]3[CH2:26][CH2:27][O:28][CH2:29][CH2:30]3)[CH:20]=2)=[CH:13][C:12]=1[NH:32][C:33](=[O:41])[C:34]1[CH:39]=[CH:38][CH:37]=[C:36]([O:40][CH:8]2[CH2:2][CH2:3][CH2:4][N:5]([CH3:9])[CH2:6][CH2:7]2)[CH:35]=1. Reported procedure: As described hereinbefore in Example 7, 2-(2-chloroethyl)-N-methylpyrrolidine was reacted with N-[2-methyl-5-(3-morpholinobenzamido)phenyl]-3-hydroxybenzamide and the reaction product was purified by column chromatography on silica using a 9:1 mixture of methylene chloride and methanol as eluent. There was thus obtained N-[2-methyl-5-(3-morpholinobenzamido)phenyl]-3-[2-(N-methylpyrrolidin-2-yl)ethoxy]benzamide (Example 7, Compound No. 32). On further elution an isomeric by-product was obtained. ... The reactants are Nc1ncc(Br)cn1, O=C([O-])[O-], Cc1ccccc1, CCO, [K+], [K+], O, O=C(O)c1ccc(B(O)O)c(F)c1F, c1ccc(P(c2ccccc2)(c2ccccc2)[Pd](P(c2ccccc2)(c2ccccc2)c2ccccc2)(P(c2ccccc2)(c2ccccc2)c2ccccc2)P(c2ccccc2)(c2ccccc2)c2ccccc2)cc1. Yields the product Nc1ncc(-c2ccc(C(=O)O)c(F)c2F)cn1. RXN SMILES: [Br:15][c:16]1[cH:17][n:18][c:19]([NH2:22])[n:20][cH:21]1.[C:23](=[O:24])([O-:25])[O-:26].[CH3:29][c:30]1[cH:31][cH:32][cH:33][cH:34][cH:35]1.[CH3:36][CH2:37][OH:38].[K+:27].[K+:28].[OH2:39].[OH:1][B:2]([c:3]1[c:4]([F:13])[c:5]([F:12])[c:6]([C:7](=[O:8])[OH:9])[cH:10][cH:11]1)[OH:14].[cH:40]1[cH:41][cH:42][c:43]([P:44]([Pd:45]([P:46]([c:47]2[cH:48][cH:49][cH:50][cH:51][cH:52]2)([c:53]2[cH:54][cH:55][cH:56][cH:57][cH:58]2)[c:59]2[cH:60][cH:61][cH:62][cH:63][cH:64]2)([P:65]([c:66]2[cH:67][cH:68][cH:69][cH:70][cH:71]2)([c:72]2[cH:73][cH:74][cH:75][cH:76][cH:77]2)[c:78]2[cH:79][cH:80][cH:81][cH:82][cH:83]2)[P:84]([c:85]2[cH:86][cH:87][cH:88][cH:89][cH:90]2)([c:91]2[cH:92][cH:93][cH:94][cH:95][cH:96]2)[c:97]2[cH:98][cH:99][cH:100][cH:101][cH:102]2)([c:103]2[cH:104][cH:105][cH:106][cH:107][cH:108]2)[c:109]2[cH:110][cH:111][cH:112][cH:113][cH:114]2)[cH:115][cH:116]1>>[c:3]1(-[c:16]2[cH:17][n:18][c:19]([NH2:22])[n:20][cH:21]2)[c:4]([F:13])[c:5]([F:12])[c:6]([C:7](=[O:8])[OH:9])[cH:10][cH:11]1. Reactants: CC(C)(C)OC(=O)Nc1ccc(-c2ccccc2F)cc1NC(=O)CC(=O)c1cccc(-c2cncnc2)c1, ClCCl, O=C(O)C(F)(F)F. Yields the product O=C1CC(c2cccc(-c3cncnc3)c2)=Nc2ccc(-c3ccccc3F)cc2N1. RXN SMILES: [C:1]([O:2][C:3](=[O:4])[NH:7][c:8]1[c:9]([NH:21][C:22]([CH2:23][C:24](=[O:5])[c:25]2[cH:26][c:27](-[c:31]3[cH:32][n:33][cH:34][n:35][cH:36]3)[cH:28][cH:29][cH:30]2)=[O:38])[cH:10][c:11](-[c:14]2[c:15]([F:20])[cH:16][cH:17][cH:18][cH:19]2)[cH:12][cH:13]1)([CH3:6])([CH3:37])[CH3:39].[Cl:47][CH2:48][Cl:49].[F:40][C:41]([F:42])([F:43])[C:44]([OH:45])=[O:46]>>[N:7]1=[C:24]([c:25]2[cH:26][c:27](-[c:31]3[cH:32][n:33][cH:34][n:35][cH:36]3)[cH:28][cH:29][cH:30]2)[CH2:23][C:22](=[O:38])[NH:21][c:9]2[c:8]1[cH:13][cH:12][c:11](-[c:14]1[c:15]([F:20])[cH:16][cH:17][cH:18][cH:19]1)[cH:10]2. Reactants: C1=CC=CC=2NC3=CC=CC=C3NC12 (5,10-dihydrophenazine), [OH-].[Na+] (NaOH). The solvent is C(C)O (ethanol), O (water). The product is C1=CC=CC2=NC3=CC=CC=C3N=C12 (phenazine). Isolated yield 40.0%. RXN SMILES: [CH:1]1[C:14]2[NH:13][C:12]3[C:7](=[CH:8][CH:9]=[CH:10][CH:11]=3)[NH:6][C:5]=2[CH:4]=[CH:3][CH:2]=1.[OH-].[Na+]>C(O)C.O>[CH:11]1[C:12]2[C:7](=[N:6][C:5]3[C:14]([N:13]=2)=[CH:1][CH:2]=[CH:3][CH:4]=3)[CH:8]=[CH:9][CH:10]=1 |f:1.2|. Reported procedure: 5,10-dihydrophenazine in an amount of 10 g is dissolved in 100 ml ethanol and added to 2.6 g NaOH dissolved in 2 ml of water. The mixture was heated to reflux and O2 bubbled through for 30 minutes. TLC shows that the 5,10-dihydrophenazine is converted completely to phenazine. The mixture was stripped to a volume of 45 ml and 25 ml water added. After cooling in a refrigerator, 8.0 grams of crude phenazine is collected by filtration. The crude phenazine is dissolved in 80 ml toluene, filtered hot,... Starting materials: COC(=O)c1c(C(F)(F)F)ccnc1Nc1ccc(OCc2ccccc2)cc1, CO, [Na+], [OH-]. The product is O=C(O)c1c(C(F)(F)F)ccnc1Nc1ccc(OCc2ccccc2)cc1. Reaction SMILES: [CH2:1]([c:2]1[cH:3][cH:4][cH:5][cH:6][cH:7]1)[O:8][c:9]1[cH:10][cH:11][c:12]([NH:15][c:16]2[n:17][cH:18][cH:19][c:20]([C:26]([F:27])([F:28])[F:29])[c:21]2[C:22](=[O:23])[O:24][CH3:25])[cH:13][cH:14]1.[CH3:32][OH:33].[Na+:31].[OH-:30]>>[CH2:1]([c:2]1[cH:3][cH:4][cH:5][cH:6][cH:7]1)[O:8][c:9]1[cH:10][cH:11][c:12]([NH:15][c:16]2[n:17][cH:18][cH:19][c:20]([C:26]([F:27])([F:28])[F:29])[c:21]2[C:22](=[O:23])[OH:24])[cH:13][cH:14]1. Starting materials: ClC1=CC=C(CNC2=NC(=NC(=C2)C)SCC#N)C=C1 ([4-(p-chlorobenzylamino)-6-methyl-2-pyrimidinylthio]acetonitrile), Cl (hydrochloric acid), Cl.NO (hydroxylamine hydrochloride), C([O-])([O-])=O.[Na+].[Na+] (sodium carbonate). Solvent: CN(C=O)C (N,N-dimethylformamide), C(C)O (ethanol). The product is ClC1=CC=C(CNC2=NC(=NC(=C2)C)SCC(N)=NO)C=C1 (2-[4-(p-Chlorbenzylamino)-6-Methyl-2-Pyrimidinylthio]Acetamidoxime). Reaction SMILES: [Cl:1][C:2]1[CH:20]=[CH:19][C:5]([CH2:6][NH:7][C:8]2[CH:13]=[C:12]([CH3:14])[N:11]=[C:10]([S:15][CH2:16][C:17]#[N:18])[N:9]=2)=[CH:4][CH:3]=1.Cl.[NH2:22][OH:23].C(=O)([O-])[O-].[Na+].[Na+].Cl>CN(C)C=O.C(O)C>[Cl:1][C:2]1[CH:3]=[CH:4][C:5]([CH2:6][NH:7][C:8]2[CH:13]=[C:12]([CH3:14])[N:11]=[C:10]([S:15][CH2:16][C:17](=[N:22][OH:23])[NH2:18])[N:9]=2)=[CH:19][CH:20]=1 |f:1.2,3.4.5|. Reported procedure: A mixture of 10.6g. (0.035 mole) of [4-(p-chlorobenzylamino)-6-methyl-2-pyrimidinylthio]acetonitrile, 4.83 g. (0.07 mole) of hydroxylamine hydrochloride and 14.7 g. (0.14 mole) of sodium carbonate in 100 ml of N,N-dimethylformamide was heated on a steam bath for 3 hours. The mixture was filtered and the filtrate evaporated in a rotary-evaporator. The residue was triturated with petroleum ether containing a little ethyl acetate. The solid which crystallized was collected and recrystallized from e...